From a dataset of the Open Reaction Database (ORD), a public repository of structured organic reaction records. describe an organic reaction: reactants, conditions, products, and yield Starting materials: N1([C@H](C(=O)O)CCC1)C(=O)OCC1=CC=CC=C1 (Z-Pro-OH), N1[C@H](C(=O)OC)CCC1.Cl (H-Pro-OMe hydrochloride), TEA. Run in C(Cl)Cl (methylene chloride). Run at time 20 hour. Yields the product N1([C@H](C(=O)N2[C@H](C(=O)OC)CCC2)CCC1)C(=O)OCC1=CC=CC=C1 (Z-Pro-Pro-OMe). As a reaction SMILES: [N:1]1([C:9]([O:11][CH2:12][C:13]2[CH:18]=[CH:17][CH:16]=[CH:15][CH:14]=2)=[O:10])[CH2:8][CH2:7][CH2:6][C@H:2]1[C:3]([OH:5])=O.[NH:19]1[CH2:27][CH2:26][CH2:25][C@H:20]1[C:21]([O:23][CH3:24])=[O:22].Cl>C(Cl)Cl>[N:1]1([C:9]([O:11][CH2:12][C:13]2[CH:18]=[CH:17][CH:16]=[CH:15][CH:14]=2)=[O:10])[CH2:8][CH2:7][CH2:6][C@H:2]1[C:3]([N:19]1[CH2:27][CH2:26][CH2:25][C@H:20]1[C:21]([O:23][CH3:24])=[O:22])=[O:5] |f:1.2|. Procedure: Z-Pro-OH (1 equivalent), H-Pro-OMe hydrochloride (1 equivalent) and TEA (1 equivalent) were dissolved in dry methylene chloride, and WSCD (1 equivalent) was added under cooling with ice. Thereafter, the mixture was stirred at room temperature for 20 hours, and the reaction mixture was washed successively with IN HCl, water, saturated aqueous sodium bicarbonate, water and saturated brine. After drying over anhydrous magnesium sulfate, the solvent was distilled off under vacuum. The resulting crud...